From a dataset of the Open Reaction Database (ORD), a public repository of structured organic reaction records. describe an organic reaction: reactants, conditions, products, and yield The reactants are CC(C)(C)OC(=O)CBr, COC(=O)c1ccc(OC)c(OC)c1O, CN1CCCC1=O, [K+], [K+], O=C([O-])[O-], O. The product is COC(=O)c1ccc(OC)c(OC)c1OCC(=O)OC(C)(C)C. RXN SMILES: [Br:16][CH2:17][C:18](=[O:19])[O:20][C:21]([CH3:22])([CH3:23])[CH3:24].[CH3:1][O:2][C:3]([c:4]1[c:5]([OH:14])[c:6]([O:12][CH3:13])[c:7]([O:10][CH3:11])[cH:8][cH:9]1)=[O:15].[CH3:32][N:33]1[CH2:34][CH2:35][CH2:36][C:37]1=[O:38].[K+:25].[K+:26].[O-:27][C:28]([O-:29])=[O:30].[OH2:31]>>[CH3:1][O:2][C:3]([c:4]1[c:5]([O:14][CH2:17][C:18](=[O:19])[O:20][C:21]([CH3:22])([CH3:23])[CH3:24])[c:6]([O:12][CH3:13])[c:7]([O:10][CH3:11])[cH:8][cH:9]1)=[O:15]. The reactants are CC(C)(C)OC(=O)N1CCC(n2ncc3c(Cl)ncnc32)CC1, O=C([O-])[O-], CN(C)C=O, [K+], [K+], [Na+], [Na+], O=C([O-])[O-], CN(C)S(=O)(=O)c1ccc(O)cc1. Yields the product CN(C)S(=O)(=O)c1ccc(Oc2ncnc3c2cnn3C2CCN(C(=O)OC(C)(C)C)CC2)cc1. Reaction SMILES: [C:14]([CH3:15])([CH3:16])([CH3:17])[O:18][C:19](=[O:20])[N:21]1[CH2:22][CH2:23][CH:24]([n:27]2[n:28][cH:29][c:30]3[c:31]2[n:32][cH:33][n:34][c:35]3[Cl:36])[CH2:25][CH2:26]1.[C:37](=[O:38])([O-:39])[O-:40].[CH3:49][N:50]([CH3:51])[CH:52]=[O:53].[K+:41].[K+:42].[Na+:43].[Na+:44].[O-:45][C:46](=[O:47])[O-:48].[OH:1][c:2]1[cH:3][cH:4][c:5]([S:8](=[O:9])(=[O:10])[N:11]([CH3:12])[CH3:13])[cH:6][cH:7]1>>[O:1]([c:2]1[cH:3][cH:4][c:5]([S:8](=[O:9])(=[O:10])[N:11]([CH3:12])[CH3:13])[cH:6][cH:7]1)[c:35]1[c:30]2[cH:29][n:28][n:27]([CH:24]3[CH2:23][CH2:22][N:21]([C:19]([O:18][C:14]([CH3:15])([CH3:16])[CH3:17])=[O:20])[CH2:26][CH2:25]3)[c:31]2[n:32][cH:33][n:34]1.